From a dataset of the Open Reaction Database (ORD), a public repository of structured organic reaction records. describe an organic reaction: reactants, conditions, products, and yield The reactants are BrC=1C=CC(=C(C#N)C1)N1C=NC(=C1)C (5-bromo-2-(4-methyl-imidazol-1-yl)-benzonitrile), C(C1=CC=CC=C1)N1N=CC(=C1)N (1-benzyl-1H-pyrazol-4-ylamine). Yields the product C(C1=CC=CC=C1)N1N=CC(=C1)NC=1C=CC(=C(C#N)C1)N1C=NC(=C1)C (5-(1-Benzyl-1H-pyrazol-4-ylamino)-2-(4-methyl-imidazol-1-yl)-benzonitrile), oil. Yield: 40.0%. As a reaction SMILES: Br[C:2]1[CH:3]=[CH:4][C:5]([N:10]2[CH:14]=[C:13]([CH3:15])[N:12]=[CH:11]2)=[C:6]([CH:9]=1)[C:7]#[N:8].[CH2:16]([N:23]1[CH:27]=[C:26]([NH2:28])[CH:25]=[N:24]1)[C:17]1[CH:22]=[CH:21][CH:20]=[CH:19][CH:18]=1>>[CH2:16]([N:23]1[CH:27]=[C:26]([NH:28][C:2]2[CH:3]=[CH:4][C:5]([N:10]3[CH:14]=[C:13]([CH3:15])[N:12]=[CH:11]3)=[C:6]([CH:9]=2)[C:7]#[N:8])[CH:25]=[N:24]1)[C:17]1[CH:18]=[CH:19][CH:20]=[CH:21][CH:22]=1. Procedure: Prepared in analogy to example 1b) starting with 5-bromo-2-(4-methyl-imidazol-1-yl)-benzonitrile and 1-benzyl-1H-pyrazol-4-ylamine. The title compound was obtained as a yellow oil (Yield=40%). MS ISP (m/e): 355.2 (100) [(M+H)+].